This data is from the Open Reaction Database (ORD), a public repository of structured organic reaction records. The task is: describe an organic reaction: reactants, conditions, products, and yield Reported procedure: A mixture of 6.83 g of ethyl 3-aminopropyl(phenyl)phosphinate and 30 ml of 20% hydrochloric acid is refluxed with stirring for 4 hours. The clear solution is evaporated to dryness and the residue is recrystallized from methanol/propylenoxide to give 3-aminopropyl(phenyl)phosphinic acid as a white solid, m.p. 298°-300°. Run in Cl (hydrochloric acid). Run at time 4 hour. Starting materials: NCCCP(OCC)(=O)C1=CC=CC=C1 (ethyl 3-aminopropyl(phenyl)phosphinate). The product is NCCCP(O)(=O)C1=CC=CC=C1 (3-aminopropyl(phenyl)phosphinic acid). Reaction SMILES: [NH2:1][CH2:2][CH2:3][CH2:4][P:5]([C:10]1[CH:15]=[CH:14][CH:13]=[CH:12][CH:11]=1)(=[O:9])[O:6]CC>Cl>[NH2:1][CH2:2][CH2:3][CH2:4][P:5]([C:10]1[CH:15]=[CH:14][CH:13]=[CH:12][CH:11]=1)(=[O:6])[OH:9]. Starting materials: [H-].[Na+] (NaH), BrC=1C=2N(C=C(C1)O)N=CC2 (4-bromopyrazolo[1,5-a]pyridin-6-ol), C(C1=CC=CC=C1)Br (Benzyl bromide). Solvent: CN(C)C=O (DMF). Reaction conditions: time 10 minute. Product: C(C1=CC=CC=C1)OC=1C=C(C=2N(C1)N=CC2)Br (6-(benzyloxy)-4-bromopyrazolo[1,5-a]pyridine). Reaction SMILES: [Br:1][C:2]1[C:3]2[N:4]([N:9]=[CH:10][CH:11]=2)[CH:5]=[C:6]([OH:8])[CH:7]=1.[H-].[Na+].[CH2:14](Br)[C:15]1[CH:20]=[CH:19][CH:18]=[CH:17][CH:16]=1>CN(C=O)C>[CH2:14]([O:8][C:6]1[CH:7]=[C:2]([Br:1])[C:3]2[N:4]([N:9]=[CH:10][CH:11]=2)[CH:5]=1)[C:15]1[CH:20]=[CH:19][CH:18]=[CH:17][CH:16]=1 |f:1.2|. Procedure: 4-bromopyrazolo[1,5-a]pyridin-6-ol (50.0 mg, 0.235 mmol) was dissolved in DMF (2 ml). NaH (14.1 mg, 0.352 mmol, 60%) was added in one portion, and the mixture was allowed to stir for 10 minutes. Benzyl bromide (0.031 ml, 0.258 mmol) was added and the mixture was allowed to stir for 30 minutes. The reaction mixture was quenched with saturated aqueous ammonium chloride, diluted in ethyl acetate, washed with saturated aqueous sodium hydrogen carbonate and brine then dried over sodium sulfate, filte...